This data is from the Open Reaction Database (ORD), a public repository of structured organic reaction records. The task is: describe an organic reaction: reactants, conditions, products, and yield Starting materials: CC(C)(C)OC(=O)COc1cccc(CNCc2ccc(-c3cnccn3)cc2)c1, O=S(=O)(Cl)c1cccnc1. Yields the product CC(C)(C)OC(=O)COc1cccc(CN(Cc2ccc(-c3cnccn3)cc2)S(=O)(=O)c2cccnc2)c1. RXN SMILES: [C:1]([CH3:2])([CH3:3])([CH3:4])[O:5][C:6]([CH2:7][O:8][c:9]1[cH:10][c:11]([CH2:15][NH:16][CH2:17][c:18]2[cH:19][cH:20][c:21](-[c:24]3[n:25][cH:26][cH:27][n:28][cH:29]3)[cH:22][cH:23]2)[cH:12][cH:13][cH:14]1)=[O:30].[n:31]1[cH:32][c:33]([S:37](=[O:38])(=[O:39])[Cl:40])[cH:34][cH:35][cH:36]1>>[C:1]([CH3:2])([CH3:3])([CH3:4])[O:5][C:6]([CH2:7][O:8][c:9]1[cH:10][c:11]([CH2:15][N:16]([CH2:17][c:18]2[cH:19][cH:20][c:21](-[c:24]3[n:25][cH:26][cH:27][n:28][cH:29]3)[cH:22][cH:23]2)[S:37]([c:33]2[cH:32][n:31][cH:36][cH:35][cH:34]2)(=[O:38])=[O:39])[cH:12][cH:13][cH:14]1)=[O:30]. The reactants are C[C@]12CCCC([C@@H]1CC[C@@]3([C@@H]2CC(=O)O3)C)(C)C ((3aR)-(+)-sclareolide), undecanoic-gamma-lactone, N1=CC(=CC=C1)CCCO (3-(3-pyridyl)propanol), CC=1N(C2=C(C=NC=C2)N1)CCCO (3-(2-methylimidazo [4,5 -c]pyrid-1-yl)propanol). Yields the product N1=CC(=CC=C1)CCCOC1C2C(OC1)(CCC1C(CCCC12C)(C)C)C (3-(3-Pyridyl)propoxy-3a,6,6,9a-tetramethyldodecahydronaphtho[2,1-b]furan). Yield: 75.0%. RXN SMILES: [CH3:1][C@@:2]12[C@H:11]3[CH2:12][C:13]([O:15][C@:10]3([CH3:16])[CH2:9][CH2:8][C@H:7]1[C:6]([CH3:18])([CH3:17])[CH2:5][CH2:4][CH2:3]2)=O.[N:19]1[CH:24]=[CH:23][CH:22]=[C:21]([CH2:25][CH2:26][CH2:27][OH:28])[CH:20]=1.CC1N(CCCO)C2C=CN=CC=2N=1>>[N:19]1[CH:24]=[CH:23][CH:22]=[C:21]([CH2:25][CH2:26][CH2:27][O:28][CH:12]2[CH2:13][O:15][C:10]3([CH3:16])[CH2:9][CH2:8][CH:7]4[C:2]([CH3:1])([CH:11]23)[CH2:3][CH2:4][CH2:5][C:6]4([CH3:18])[CH3:17])[CH:20]=1. Procedure: 2-(3-(3-Pyridyl)propoxy-3a,6,6,9a-tetramethyldodecahydronaphtho[2,1-b]furan was prepared by the procedure of Example 2 employing (3aR)-(+)-sclareolide in lieu of undecanoic-gamma-lactone and 3-(3-pyridyl)propanol in lieu of 3-(2-methylimidazo [4,5 -c]pyrid-1-yl)propanol. Starting materials: C([O-])([O-])=O.[K+].[K+] (potassium carbonate), C1(CC1)C(=O)O (cyclopropane carboxylic acid), CC=1C=C2C=CC(=CC2=CC1)CBr (6-methyl-2-(bromomethyl)naphthalene). Run in CC(=O)C (acetone), CC(=O)C (acetone). Conditions: temperature 50 celsius. Product: CC=1C=C2C=CC(=CC2=CC1)COC(=O)C1CC1 (cyclopropane carboxylic acid (6-methyl-2-naphthyl)methyl ester). Reaction SMILES: [CH:1]1([C:4]([OH:6])=[O:5])[CH2:3][CH2:2]1.C(=O)([O-])[O-].[K+].[K+].[CH3:13][C:14]1[CH:15]=[C:16]2[C:21](=[CH:22][CH:23]=1)[CH:20]=[C:19]([CH2:24]Br)[CH:18]=[CH:17]2>CC(C)=O>[CH3:13][C:14]1[CH:15]=[C:16]2[C:21](=[CH:22][CH:23]=1)[CH:20]=[C:19]([CH2:24][O:5][C:4]([CH:1]1[CH2:3][CH2:2]1)=[O:6])[CH:18]=[CH:17]2 |f:1.2.3|. Reported procedure: 1.89 g of cyclopropane carboxylic acid are dissolved in 50 ml of acetone, treated with 5.5 g of potassium carbonate and heated to 50° C. A solution of 4.7 g of 6-methyl-2-(bromomethyl)naphthalene in 20 ml of acetone is then added dropwise. The mixture is left to react at 65° C. for 15 hours. The mixture is cooled and filtered. The residue is then rinsed with acetone and the filtrate is evaporated. The residue is purified chromatography on silica gel with hexane/ethyl acetate (9:1) to yield pure ...